This data is from the Open Reaction Database (ORD), a public repository of structured organic reaction records. The task is: describe an organic reaction: reactants, conditions, products, and yield The reactants are C(C)(C)(C)[Li] (t-butyllithium), BrC=1C2=CC=CC=C2C(=C2C=CC=CC12)Br (9,10-dibromoanthracene), Cl[Si](C)(C)C (chlorotrimethylsilane). The solvent is C1CCOC1 (THF). Reaction conditions: temperature -69 celsius, time 3 hour. The product is BrC=1C2=CC=CC=C2C(=C2C=CC=CC12)[Si](C)(C)C (9-bromo-10-trimethylsilylanthracene). The yield is 20.2%. As a reaction SMILES: [Br:1][C:2]1[C:3]2[C:8]([C:9](Br)=[C:10]3[C:15]=1[CH:14]=[CH:13][CH:12]=[CH:11]3)=[CH:7][CH:6]=[CH:5][CH:4]=2.C([Li])(C)(C)C.Cl[Si:23]([CH3:26])([CH3:25])[CH3:24]>C1COCC1>[Br:1][C:2]1[C:3]2[C:8]([C:9]([Si:23]([CH3:26])([CH3:25])[CH3:24])=[C:10]3[C:15]=1[CH:14]=[CH:13][CH:12]=[CH:11]3)=[CH:7][CH:6]=[CH:5][CH:4]=2. Reported procedure: Under an argon atmosphere, the temperature of a solution of 9,10-dibromoanthracene (5 g, 15 mmol) in dry-THF (50 ml) was cooled to −69° C., and t-butyllithium (18 mmol) was dropped to the solution. After the mixture had been stirred for 3 hours, chlorotrimethylsilane (3 ml, 22.5 mmol) was added to the mixture, and the whole was stirred at −69° C. for an additional 3 hours. After the temperature of the resultant had been increased to room temperature, the resultant was quenched with sodium bicarb... Starting materials: CC(=O)CC(=O)NC(CC(=O)O)C(=O)O, CC(=O)O, CC(=O)OC(C)=O, CC(=O)[O-], CC(=O)[O-], CCOC(C)=O, [Mg+2]. The product is CC(=O)CC(=O)NC1CC(=O)OC1=O. RXN SMILES: [C:1]([CH2:2][C:3](=[O:4])[CH3:5])(=[O:6])[NH:7][CH:8]([CH2:9][C:10](=[O:11])[OH:12])[C:13](=[O:14])[OH:15].[CH3:16][C:17](=[O:18])[OH:19].[CH3:20][C:21]([O:22][C:23](=[O:24])[CH3:25])=[O:26].[CH3:28][C:29](=[O:30])[O-:31].[CH3:32][C:33](=[O:34])[O-:35].[CH3:36][CH2:37][O:38][C:39](=[O:40])[CH3:41].[Mg+2:27]>>[C:1]([CH2:2][C:3](=[O:4])[CH3:5])(=[O:6])[NH:7][CH:8]1[CH2:9][C:10](=[O:12])[O:15][C:13]1=[O:14]. Reactants: C(C)(C)(C)[Si](C)(C)OCCOC1=CC(=C(C=C1)Cl)F (tert-butyl-[2-(4-chloro-3-fluoro-phenoxy)-ethoxy]-dimethyl-silane), C(C)(C)NC(C)C.[Li] (lithium diisopropylamine), CN(C=O)C (N,N-dimethyl-formamide), C(C)(=O)O (acetic acid). The solvent is O1CCCC1 (tetrahydrofuran). Yields the product C(C)(C)(C)[Si](OCCOC1=CC=C(C(=C1C=O)F)Cl)(C)C (6-[2-(tert-butyl-dimethyl-silanyloxy)-ethoxy]-3-chloro-2-fluoro-benzaldehyde). Isolated yield 40.9%. As a reaction SMILES: [C:1]([Si:5]([O:8][CH2:9][CH2:10][O:11][C:12]1[CH:17]=[CH:16][C:15]([Cl:18])=[C:14]([F:19])[CH:13]=1)([CH3:7])[CH3:6])([CH3:4])([CH3:3])[CH3:2].C(NC(C)C)(C)C.[Li].CN(C)[CH:30]=[O:31].C(O)(=O)C>O1CCCC1>[C:1]([Si:5]([CH3:7])([CH3:6])[O:8][CH2:9][CH2:10][O:11][C:12]1[C:13]([CH:30]=[O:31])=[C:14]([F:19])[C:15]([Cl:18])=[CH:16][CH:17]=1)([CH3:4])([CH3:2])[CH3:3] |f:1.2,^1:26|. Procedure: In a manner similar to the method described in example 52a, tert-butyl-[2-(4-chloro-3-fluoro-phenoxy)-ethoxy]-dimethyl-silane (14.3 g, 47 mmol) prepared in example 132a was reacted with lithium diisopropylamine (34 mL, 1.8 M in THF, 61 mmol), N,N-dimethyl-formamide (4.7 mL, 61 mmol) and quenched with acetic acid (14 g, 234 mmol) in tetrahydrofuran to give 6-[2-(tert-butyl-dimethyl-silanyloxy)-ethoxy]-3-chloro-2-fluoro-benzaldehyde as a white solid (Yield: 6.4 g, 41%).